From a dataset of the Open Reaction Database (ORD), a public repository of structured organic reaction records. describe an organic reaction: reactants, conditions, products, and yield The reactants are [BH4-], C1CCOC1, COc1cc(C(=O)N2CCC3(CC2)Oc2cc(Cl)ccc2-n2c(C=O)ccc23)ccc1C(F)(F)F, [Na+]. Product: COc1cc(C(=O)N2CCC3(CC2)Oc2cc(Cl)ccc2-n2c(CO)ccc23)ccc1C(F)(F)F. As a reaction SMILES: [BH4-:36].[CH2:38]1[O:39][CH2:40][CH2:41][CH2:42]1.[Cl:1][c:2]1[cH:3][cH:4][c:5]2[c:6]([cH:35]1)[O:7][C:8]1([c:9]3[n:10]-2[c:11]([CH:14]=[O:15])[cH:12][cH:13]3)[CH2:16][CH2:17][N:18]([C:21]([c:22]2[cH:23][c:24]([O:32][CH3:33])[c:25]([C:28]([F:29])([F:30])[F:31])[cH:26][cH:27]2)=[O:34])[CH2:19][CH2:20]1.[Na+:37]>>[Cl:1][c:2]1[cH:3][cH:4][c:5]2[c:6]([cH:35]1)[O:7][C:8]1([c:9]3[n:10]-2[c:11]([CH2:14][OH:15])[cH:12][cH:13]3)[CH2:16][CH2:17][N:18]([C:21]([c:22]2[cH:23][c:24]([O:32][CH3:33])[c:25]([C:28]([F:29])([F:30])[F:31])[cH:26][cH:27]2)=[O:34])[CH2:19][CH2:20]1. The reactants are CCN(C(C)C)C(C)C (DIPEA), BrC=1C=C2C(=C(C=NC2=CC1)C(=O)N)Cl (6-bromo-4-chloroquinoline-3-carboxamide), Cl.COC1CC(C1)N (3-methoxycyclobutan-1-amine hydrochloride). Run in CC(=O)N(C)C (DMA), O (water). Run at temperature 100 celsius, time 18 hour. Product: BrC=1C=C2C(=C(C=NC2=CC1)C(=O)N)N[C@@H]1C[C@@H](C1)OC (6-Bromo-4-[(cis-3-methoxycyclobutyl)amino]quinoline-3-carboxamide). Yield: 68.3%. As a reaction SMILES: CCN(C(C)C)C(C)C.[Br:10][C:11]1[CH:12]=[C:13]2[C:18](=[CH:19][CH:20]=1)[N:17]=[CH:16][C:15]([C:21]([NH2:23])=[O:22])=[C:14]2Cl.Cl.[CH3:26][O:27][CH:28]1[CH2:31][CH:30]([NH2:32])[CH2:29]1>CC(N(C)C)=O.O>[Br:10][C:11]1[CH:12]=[C:13]2[C:18](=[CH:19][CH:20]=1)[N:17]=[CH:16][C:15]([C:21]([NH2:23])=[O:22])=[C:14]2[NH:32][C@H:30]1[CH2:31][C@@H:28]([O:27][CH3:26])[CH2:29]1 |f:2.3|. Procedure details: DIPEA (13.76 mL, 78.80 mmol) was added to a mixture of 6-bromo-4-chloroquinoline-3-carboxamide (7.5 g, 26.27 mmol) and 3-methoxycyclobutan-1-amine hydrochloride (3.98 g, 28.89 mmol) in DMA (35 mL) and the resulting mixture stirred at 100° C. for 18 h. The reaction mixture was diluted with water (250 mL) and the precipitate was collected by filtration, washed with water (50 mL) and dried under vacuum to afford the desired material (6.28 g, 68.3%) as a tan solid, which was used without further pur... Starting materials: O1CCN(CC1)C1=CC=C(C=C1)C1(C=CC2=C(O1)C=CC1=CC=CC=C12)C1=CC=CC=C1 (3(4-Morpholinophenyl)-3-phenyl-3H-naphtho[2,1-b]pyran), C1=C(C=CC2=CC=CC=C12)O (2-naphthol). Yields the product O1CCN(CC1)C1=CC=C(C=C1)C(C#C)(O)C1=CC=CC=C1 (1(4-morpholinophenyl)-1-phenylprop-2-yn-1-ol). Isolated yield 71.0%. As a reaction SMILES: [O:1]1[CH2:6][CH2:5][N:4]([C:7]2[CH:12]=[CH:11][C:10]([C:13]3([C:27]4[CH:32]=[CH:31][CH:30]=[CH:29][CH:28]=4)[O:18]C4C=CC5C(C=4[CH:15]=[CH:14]3)=CC=CC=5)=[CH:9][CH:8]=2)[CH2:3][CH2:2]1.C1C2C(=CC=CC=2)C=CC=1O>>[O:1]1[CH2:2][CH2:3][N:4]([C:7]2[CH:8]=[CH:9][C:10]([C:13]([C:27]3[CH:28]=[CH:29][CH:30]=[CH:31][CH:32]=3)([OH:18])[C:14]#[CH:15])=[CH:11][CH:12]=2)[CH2:5][CH2:6]1. Procedure: 3(4-Morpholinophenyl)-3-phenyl-3H-naphtho[2,1-b]pyran from 2-naphthol and 1(4-morpholinophenyl)-1-phenylprop-2-yn-1-ol (yield=71% after recrystallisation from EtOAc and hexane, m.p.=186-187° C. (uncorrected), λmax in toluene=500 nm, i.e. red). Reactants: C(C)(=O)O (acetic acid), FC=1C(=C(C(=O)N(C)C)C=C(C1)C=1C=C2C(=NC1)NN=C2C2=C(C=CC=C2)OC)NC2CCC(CC2)=O (3-Fluoro-5-[3-(2-methoxy-phenyl)-1H-pyrazolo[3,4-b]pyridin-5-yl]-N,N-dimethyl-2-(4-oxo-cyclohexylamino)-benzamide), C(#N)[BH3-].[Na+] (sodium cyanoborohydride), N1CCOCC1 (morpholine). The solvent is O (water), CO (methanol). Run at time 2 hour. Product: FC=1C(=C(C(=O)N(C)C)C=C(C1)C=1C=C2C(=NC1)NN=C2C2=C(C=CC=C2)OC)NC2CCC(CC2)N2CCOCC2 (3-fluoro-5-[3-(2-methoxy-phenyl)-1H-pyrazolo[3,4-b]pyridin-5-yl]-N,N-dimethyl-2-(4-morpholin-4-yl-cyclohexylamino)-benzamide). Reaction SMILES: [F:1][C:2]1[C:3]([NH:30][CH:31]2[CH2:36][CH2:35][C:34](=O)[CH2:33][CH2:32]2)=[C:4]([CH:10]=[C:11]([C:13]2[CH:14]=[C:15]3[C:21]([C:22]4[CH:27]=[CH:26][CH:25]=[CH:24][C:23]=4[O:28][CH3:29])=[N:20][NH:19][C:16]3=[N:17][CH:18]=2)[CH:12]=1)[C:5]([N:7]([CH3:9])[CH3:8])=[O:6].C([BH3-])#N.[Na+].[NH:42]1[CH2:47][CH2:46][O:45][CH2:44][CH2:43]1.C(O)(=O)C>CO.O>[F:1][C:2]1[C:3]([NH:30][CH:31]2[CH2:32][CH2:33][CH:34]([N:42]3[CH2:47][CH2:46][O:45][CH2:44][CH2:43]3)[CH2:35][CH2:36]2)=[C:4]([CH:10]=[C:11]([C:13]2[CH:14]=[C:15]3[C:21]([C:22]4[CH:27]=[CH:26][CH:25]=[CH:24][C:23]=4[O:28][CH3:29])=[N:20][NH:19][C:16]3=[N:17][CH:18]=2)[CH:12]=1)[C:5]([N:7]([CH3:9])[CH3:8])=[O:6] |f:1.2|. Procedure details: 3-Fluoro-5-[3-(2-methoxy-phenyl)-1H-pyrazolo[3,4-b]pyridin-5-yl]-N,N-dimethyl-2-(4-oxo-cyclohexylamino)-benzamide (91 mg, 0.14 mmol), sodium cyanoborohydride (17.5 mg, 0.28 mmol), and morpholine (37 μL, 0.41 mmol) were dissolved in 1.7 mL methanol, containing 5% v/v of glacial acetic acid and 2% v/v of water. The reaction was stirred for 2 hrs at ambient temperature and quenched with a saturated sodium bicarbonate solution. The mixture was concentrated, suspended in a minimal amount of water and... The reactants are NC1=C(C=CC=C1)CC(NC)C=1SC=CC1C (2-amino-N-methyl-α-(3-methyl-2-thienyl)benzeneethanamine), BrN1C(CCC1=O)=O (N-bromosuccinimide). Run in CN(C=O)C (dimethylformamide), CN(C=O)C (dimethylformamide). Reaction conditions: time 8 hour. Yields the product NC1=C(C=C(C=C1)Br)CC(NC)C=1SC=CC1C (2-Amino-5-bromo-N-methyl-α-(3-methyl-2-thienyl)benzeneethaneamine). Reaction SMILES: [NH2:1][C:2]1[CH:7]=[CH:6][CH:5]=[CH:4][C:3]=1[CH2:8][CH:9]([C:12]1[S:13][CH:14]=[CH:15][C:16]=1[CH3:17])[NH:10][CH3:11].[Br:18]N1C(=O)CCC1=O>CN(C)C=O>[NH2:1][C:2]1[CH:7]=[CH:6][C:5]([Br:18])=[CH:4][C:3]=1[CH2:8][CH:9]([C:12]1[S:13][CH:14]=[CH:15][C:16]=1[CH3:17])[NH:10][CH3:11]. Procedure details: A stirred solution of 5.02 g of 2-amino-N-methyl-α-(3-methyl-2-thienyl)benzeneethanamine and 79 ml of dimethylformamide was treated with a solution of 4.71 g N-bromosuccinimide in 55 ml of dimethylformamide. The solution was stirred for 8 h with the exclusion of moisture and then concentrated to an oil on a rotary evaporator (70° C.) under high vacuum. The oil was diluted with distilled water (100 ml) and basified with a 10% sodium hydroxide solution (25 ml). The basic solution was extracted wit... Starting materials: CC(=O)O, N#CCc1ccc(Cl)c(F)c1, O, O=S(=O)(O)O. Yields the product O=C(O)Cc1ccc(Cl)c(F)c1. Reaction SMILES: [CH3:18][C:19](=[O:20])[OH:21].[Cl:1][c:2]1[c:3]([F:11])[cH:4][c:5]([CH2:8][C:9]#[N:10])[cH:6][cH:7]1.[OH2:12].[S:13]([OH:14])(=[O:15])(=[O:16])[OH:17]>>[Cl:1][c:2]1[c:3]([F:11])[cH:4][c:5]([CH2:8][C:9](=[O:12])[OH:14])[cH:6][cH:7]1. Reactants: FC=1C=C(C=CC1N1CC(C(CC1)=O)(C)C)N1C(O[C@H](C1)CNC(C)=O)=O ((S)—N-{3-[3-fluoro-4-(4-oxo-3,3-dimethylpiperidin-1-yl)-phenyl]-2-oxo-oxazolidin-5-ylmethyl}-acetamide), [C-]#N.[Na+] (sodium cyanide), FC1=C(N)C=CC(=C1F)F (2,3,4-trifluoroaniline). Yields the product FC1=C(C=CC(=C1F)F)NC1(C(CN(CC1)C1=C(C=C(C=C1)N1C(O[C@H](C1)CNC(C)=O)=O)F)(C)C)C#N ((S)—N-{3-[4-(4-(2,3,4-Trifluorophenylamino)-3,3-dimethyl-4-cyanopiperidin-1-yl)-3-fluorophenyl]-2-oxo-oxazolidin-5-ylmethyl}-acetamide). Yield: 50.0%. Reaction SMILES: [F:1][C:2]1[CH:3]=[C:4]([N:17]2[CH2:21][C@H:20]([CH2:22][NH:23][C:24](=[O:26])[CH3:25])[O:19][C:18]2=[O:27])[CH:5]=[CH:6][C:7]=1[N:8]1[CH2:13][CH2:12][C:11](=O)[C:10]([CH3:16])([CH3:15])[CH2:9]1.[C-:28]#[N:29].[Na+].[F:31][C:32]1[C:38]([F:39])=[C:37]([F:40])[CH:36]=[CH:35][C:33]=1[NH2:34]>>[F:31][C:32]1[C:38]([F:39])=[C:37]([F:40])[CH:36]=[CH:35][C:33]=1[NH:34][C:11]1([C:28]#[N:29])[CH2:12][CH2:13][N:8]([C:7]2[CH:6]=[CH:5][C:4]([N:17]3[CH2:21][C@H:20]([CH2:22][NH:23][C:24](=[O:26])[CH3:25])[O:19][C:18]3=[O:27])=[CH:3][C:2]=2[F:1])[CH2:9][C:10]1([CH3:16])[CH3:15] |f:1.2|. Reported procedure: By using procedure as described in Example 45 and by reacting (S)—N-{3-[3-fluoro-4-(4-oxo-3,3-dimethylpiperidin-1-yl)-phenyl]-2-oxo-oxazolidin-5-ylmethyl}-acetamide with sodium cyanide and 2,3,4-trifluoroaniline the compound was obtained in 50% yield. The reactants are CCOC(C)=O, CCCCCC, [Li+], C1CCOC1, [OH-], COC(=O)C(C)c1cccc2c1CCC2O. The product is CC(C(=O)O)c1cccc2c1CCC2O. Reaction SMILES: [CH3:24][CH2:25][O:26][C:27](=[O:28])[CH3:29].[CH3:30][CH2:31][CH2:32][CH2:33][CH2:34][CH3:35].[Li+:17].[O:19]1[CH2:20][CH2:21][CH2:22][CH2:23]1.[OH-:18].[OH:1][CH:2]1[CH2:3][CH2:4][c:5]2[c:6]([CH:11]([C:12](=[O:13])[O:14][CH3:15])[CH3:16])[cH:7][cH:8][cH:9][c:10]21>>[OH:1][CH:2]1[CH2:3][CH2:4][c:5]2[c:6]([CH:11]([C:12](=[O:13])[OH:14])[CH3:16])[cH:7][cH:8][cH:9][c:10]21.